This data is from the Open Reaction Database (ORD), a public repository of structured organic reaction records. The task is: describe an organic reaction: reactants, conditions, products, and yield As a reaction SMILES: [CH3:1][c:2]1[c:3]([CH2:13][O:14][c:15]2[cH:16][cH:17][c:18]([C:21](=[O:22])[NH:23][CH:24]3[CH2:25][N:26]([CH2:30][C:31](=[O:32])[OH:33])[CH2:27][CH2:28][CH2:29]3)[cH:19][n:20]2)[c:4](-[c:7]2[cH:8][cH:9][cH:10][cH:11][cH:12]2)[n:5][o:6]1.[CH3:34][CH2:35][NH2:36].[OH2:37]>>[CH3:1][c:2]1[c:3]([CH2:13][O:14][c:15]2[cH:16][cH:17][c:18]([C:21](=[O:22])[NH:23][CH:24]3[CH2:25][N:26]([CH2:30][C:31](=[O:33])[NH:36][CH2:35][CH3:34])[CH2:27][CH2:28][CH2:29]3)[cH:19][n:20]2)[c:4](-[c:7]2[cH:8][cH:9][cH:10][cH:11][cH:12]2)[n:5][o:6]1. The product is CCNC(=O)CN1CCCC(NC(=O)c2ccc(OCc3c(-c4ccccc4)noc3C)nc2)C1. Reactants: Cc1onc(-c2ccccc2)c1COc1ccc(C(=O)NC2CCCN(CC(=O)O)C2)cn1, CCN, O. Reactants: CCOC(=O)COc1ccc(Sc2cc(C#Cc3ccccc3)cc(OCC3CCCC3)c2)cc1C, C1CCOC1, CCO, Cl, [Na+], [OH-]. Yields the product Cc1cc(Sc2cc(C#Cc3ccccc3)cc(OCC3CCCC3)c2)ccc1OCC(=O)O. As a reaction SMILES: [CH2:1]([CH3:2])[O:3][C:4]([CH2:5][O:6][c:7]1[c:8]([CH3:35])[cH:9][c:10]([S:13][c:14]2[cH:15][c:16]([O:28][CH2:29][CH:30]3[CH2:31][CH2:32][CH2:33][CH2:34]3)[cH:17][c:18]([C:20]#[C:21][c:22]3[cH:23][cH:24][cH:25][cH:26][cH:27]3)[cH:19]2)[cH:11][cH:12]1)=[O:36].[CH2:43]1[O:44][CH2:45][CH2:46][CH2:47]1.[CH3:37][CH2:38][OH:39].[ClH:42].[Na+:41].[OH-:40]>>[O:3]=[C:4]([CH2:5][O:6][c:7]1[c:8]([CH3:35])[cH:9][c:10]([S:13][c:14]2[cH:15][c:16]([O:28][CH2:29][CH:30]3[CH2:31][CH2:32][CH2:33][CH2:34]3)[cH:17][c:18]([C:20]#[C:21][c:22]3[cH:23][cH:24][cH:25][cH:26][cH:27]3)[cH:19]2)[cH:11][cH:12]1)[OH:36]. Starting materials: N1(CCCCC1)CCN(C1=CC=CC=2C3=C(C4=C(N3CCOC21)C=C(C=C4)C(=O)O)C4CCCCC4)CCN4CCCCC4 (4-{bis[2-(piperidin-1-yl)ethyl]amino}-12-cyclohexyl-6,7-dihydro-5-oxa-7a-azadibenzo[a,e]azulene-9-carboxylic acid), Cl.C(C)(=O)OCC (HCl ethyl acetate). Run in C(Cl)(Cl)Cl (chloroform). Product: Cl.Cl.Cl.N1(CCCCC1)CCN(C1=CC=CC=2C3=C(C4=C(N3CCOC21)C=C(C=C4)C(=O)O)C4CCCCC4)CCN4CCCCC4 (4-{bis[2-(piperidin-1-yl)ethyl]amino}-12-cyclohexyl-6,7-dihydro-5-oxa-7a-azadibenzo[a,e]azulene-9-carboxylic acid trihydrochloride). Isolated yield 73.0%. RXN SMILES: [N:1]1([CH2:7][CH2:8][N:9]([CH2:37][CH2:38][N:39]2[CH2:44][CH2:43][CH2:42][CH2:41][CH2:40]2)[C:10]2[C:23]3[O:22][CH2:21][CH2:20][N:19]4[C:15](=[C:16]([CH:31]5[CH2:36][CH2:35][CH2:34][CH2:33][CH2:32]5)[C:17]5[CH:27]=[CH:26][C:25]([C:28]([OH:30])=[O:29])=[CH:24][C:18]=54)[C:14]=3[CH:13]=[CH:12][CH:11]=2)[CH2:6][CH2:5][CH2:4][CH2:3][CH2:2]1.[ClH:45].C(OCC)(=O)C>C(Cl)(Cl)Cl>[ClH:45].[ClH:45].[ClH:45].[N:39]1([CH2:38][CH2:37][N:9]([CH2:8][CH2:7][N:1]2[CH2:2][CH2:3][CH2:4][CH2:5][CH2:6]2)[C:10]2[C:23]3[O:22][CH2:21][CH2:20][N:19]4[C:15](=[C:16]([CH:31]5[CH2:36][CH2:35][CH2:34][CH2:33][CH2:32]5)[C:17]5[CH:27]=[CH:26][C:25]([C:28]([OH:30])=[O:29])=[CH:24][C:18]=54)[C:14]=3[CH:13]=[CH:12][CH:11]=2)[CH2:40][CH2:41][CH2:42][CH2:43][CH2:44]1 |f:1.2,4.5.6.7|. Procedure: To a solution of methyl 4-{bis[2-(piperidin-1-yl)ethyl]amino}-12-cyclohexyl-6,7-dihydro-5-oxa-7a-azadibenzo[a,e]azulene-9-carboxylate (401 mg, 0.65 mmol) in tetrahydrofuran (4.0 ml) and methanol (4.0 ml) was added 4N aqueous sodium hydroxide solution (4.0 ml), and the mixture was stirred at room temperature for 12 hr. The reaction mixture was adjusted to pH 6 with 2N hydrochloric acid, and extracted with chloroform. The organic layer was washed with saturated brine and dried over anhydrous sodiu... The reactants are C(C)C1(OC2=C(C=C1)C=C(C=C2)C#N)CC (2,2-diethyl-1-benzopyran-6-carbonitrile), C([O-])(O)=O.[Na+] (sodium bicarbonate), ClC1=CC(=CC=C1)C(=O)OO (m-chloroperbenzoic acid). Run in ClCCl (dichloromethane). The product is C(C)C1(OC2=C(C3C1O3)C=C(C=C2)C#N)CC (2,2-diethyl-3,4-epoxy-3,4-dihydro-2H-1-benzopyran-6-carbonitrile). Reaction SMILES: [CH2:1]([C:3]1([CH2:15][CH3:16])[CH:8]=[CH:7][C:6]2[CH:9]=[C:10]([C:13]#[N:14])[CH:11]=[CH:12][C:5]=2[O:4]1)[CH3:2].C(=O)(O)[O-:18].[Na+].ClC1C=CC=C(C(OO)=O)C=1>ClCCl>[CH2:15]([C:3]1([CH2:1][CH3:2])[CH:8]2[O:18][CH:7]2[C:6]2[CH:9]=[C:10]([C:13]#[N:14])[CH:11]=[CH:12][C:5]=2[O:4]1)[CH3:16] |f:1.2|. Procedure details: 12 g of the above chromene are dissolved in 400 ml of abs. dichloromethane, the obtained solution is mixed with anhydrous sodium bicarbonate and oxidized during 3 days with 31 mg of m-chloroperbenzoic acid. The slightly yellow suspension is partitioned between an aq. ammoniumhydroxide solution (5%) and dichlormethane, the organic phases are washed with water and dried over sodiumsulphate. The oil, obtained after concentration, is purified by flash-chromatography (silica gel/dichloromethane, hexa... The reactants are CO, C1CCC(OCC2=NOC(CN3CCOCC3)C2)OC1, Cc1ccc(S(=O)(=O)[O-])cc1, c1cc[nH+]cc1. Reaction SMILES: [CH3:38][OH:39].[O:1]1[CH2:2][CH2:3][CH2:4][CH2:5][CH:6]1[O:7][CH2:8][C:9]1=[N:10][O:11][CH:12]([CH2:14][N:15]2[CH2:16][CH2:17][O:18][CH2:19][CH2:20]2)[CH2:13]1.[c:21]1([CH3:22])[cH:23][cH:24][c:25]([S:26]([O-:27])(=[O:28])=[O:29])[cH:30][cH:31]1.[nH+:32]1[cH:33][cH:34][cH:35][cH:36][cH:37]1>>[OH:7][CH2:8][C:9]1=[N:10][O:11][CH:12]([CH2:14][N:15]2[CH2:16][CH2:17][O:18][CH2:19][CH2:20]2)[CH2:13]1. Yields the product OCC1=NOC(CN2CCOCC2)C1. Reactants: COC(=O)C=1C(=CC(=C(C(=O)O)C1)C)C (5-(methoxycarbonyl)-2,4-dimethylbenzoic acid), COC(=O)C=1C(=CC(=C(C(=O)O)C1)C)C (5-(methoxycarbonyl)-2,4-dimethylbenzoic acid), C(C(=O)Cl)(=O)Cl (Oxalyl chloride). Run in ClCCl (dichloromethane). Reaction conditions: temperature 40 celsius, time 1 hour. Product: ClC(=O)C=1C(=CC(=C(C(=O)OC)C1)C)C (Methyl 5-(chlorocarbonyl)-2,4-dimethylbenzoate). The yield is 73.5%. As a reaction SMILES: [CH3:1][O:2][C:3]([C:5]1[C:6]([CH3:15])=[CH:7][C:8]([CH3:14])=[C:9]([CH:13]=1)[C:10](O)=[O:11])=[O:4].C(Cl)(=O)C([Cl:19])=O>ClCCl>[Cl:19][C:10]([C:9]1[C:8]([CH3:14])=[CH:7][C:6]([CH3:15])=[C:5]([CH:13]=1)[C:3]([O:2][CH3:1])=[O:4])=[O:11]. Procedure: Into a 100-mL round-bottom flask, was placed a solution of 5-(methoxycarbonyl)-2,4-dimethylbenzoic acid (compound 255.1, 100 mg, 0.48 mmol) in dichloromethane (10 mL). Oxalyl chloride (80 μL, 0.95 mmol) was added and the resulting solution was stirred for 1 h at 40° C., then concentrated under reduced pressure to obtain the title compound as a white solid (80 mg, 74%). Starting materials: CN(C=1C=C(C(CS(=O)(=O)C)O)C=C(C1N(C)C)N(C)C)C (3,4,5-tris(dimethylamino)-α-[(methylsulfonyl)methyl]benzyl alcohol), C[O-].[Na+] (sodium methylate), N(C1=CC=CC=C1)CCC#N (β-anilinopropionitrile). The solvent is CS(=O)C (dimethylsulfoxide). Yields the product N(C1=CC=CC=C1)CC(C#N)CC1=CC(=C(C(=C1)N(C)C)N(C)C)N(C)C (α-(anilinomethyl)-3,4,5-tris(dimethylamino)hydrocinnamonitrile). Reaction SMILES: [CH3:1][N:2]([CH3:22])[C:3]1[CH:4]=[C:5]([CH:13]=[C:14]([N:19]([CH3:21])[CH3:20])[C:15]=1[N:16]([CH3:18])[CH3:17])[CH:6](O)CS(C)(=O)=O.C[O-].[Na+].[NH:26]([CH2:33][CH2:34][C:35]#[N:36])[C:27]1[CH:32]=[CH:31][CH:30]=[CH:29][CH:28]=1>CS(C)=O>[NH:26]([CH2:33][CH:34]([CH2:6][C:5]1[CH:13]=[C:14]([N:19]([CH3:20])[CH3:21])[C:15]([N:16]([CH3:18])[CH3:17])=[C:3]([N:2]([CH3:1])[CH3:22])[CH:4]=1)[C:35]#[N:36])[C:27]1[CH:32]=[CH:31][CH:30]=[CH:29][CH:28]=1 |f:1.2|. Procedure: A mixture of 8.96 g. of 3,4,5-tris(dimethylamino)-α-[(methylsulfonyl)methyl]benzyl alcohol, 2.56 g. of sodium methylate and 6.6 g. of β-anilinopropionitrile in 70 ml. of dimethylsulfoxide was stirred at room temperature under nitrogen for 50 minutes. The mixture was poured into 500 ml. of ice water, the separated oil extracted with ethyl acetate, the ethyl acetate solution dried over sodium sulfate and evaporated. By purification of the residue over aluminum oxide with benzene and recrystallizat... Reactants: ice water, ClC=1C=C(C=CC1F)C(F)(F)F (3-chloro-4-fluoro-α,α,α-trifluorotoluene), OC1=C(C(=O)O)C=C(C=C1)O (2,5-dihydroxybenzoic acid), C([O-])([O-])=O.[K+].[K+] (potassium carbonate), Cl (hydrochloric acid). Solvent: CS(=O)C (dimethyl sulfoxide), C(Cl)Cl (methylene chloride). Reaction conditions: time 30 hour. Product: ClC1=C(C=CC(=C1)OC1=CC=C(C(C(=O)O)=C1)O)C(F)(F)F (5-[(2-Chloro-α,α,α-trifluoro -p-tolyl)oxy]salicylic acid). The yield is 91.3%. Reaction SMILES: Cl[C:2]1[CH:3]=[C:4]([C:9]([F:12])([F:11])[F:10])[CH:5]=[CH:6][C:7]=1F.[OH:13][C:14]1[CH:22]=[CH:21][C:20]([OH:23])=[CH:19][C:15]=1[C:16]([OH:18])=[O:17].C(=O)([O-])[O-].[K+].[K+].[ClH:30]>CS(C)=O.C(Cl)Cl>[Cl:30][C:5]1[CH:6]=[C:7]([O:23][C:20]2[CH:19]=[C:15]([C:16]([OH:18])=[O:17])[C:14]([OH:13])=[CH:22][CH:21]=2)[CH:2]=[CH:3][C:4]=1[C:9]([F:12])([F:11])[F:10] |f:2.3.4|. Procedure: A mixture of 3-chloro-4-fluoro-α,α,α-trifluorotoluene (103 g, 0.52 mol), 2,5-dihydroxybenzoic acid (80 g, 0.52 mol) and potassium carbonate (180 g, 1.3 mol) in dimethyl sulfoxide is heated to and held at 130° C. for about 30 hours, cooled to room temperature and poured into ice-water. The aqueous mixture is acidified to pH 2 with concentrated hydrochloric acid and decanted to obtain an oil. The oil is dissolved in methylene chloride, washed with water and concentrated in vacuo to form a brown oi...